Dataset: the Open Reaction Database (ORD), a public repository of structured organic reaction records. Task: describe an organic reaction: reactants, conditions, products, and yield The reactants are C1CCOC1, CO, [Li+], [OH-], O, C=CCCCCCC(NC(=O)OC(C)(C)C)C(=O)N1CC(c2ccc(-c3ccccc3)cc2)(S(=O)(=O)CCC)CC1C(=O)OC. Product: C=CCCCCCC(NC(=O)OC(C)(C)C)C(=O)N1CC(c2ccc(-c3ccccc3)cc2)(S(=O)(=O)CCC)CC1C(=O)O. As a reaction SMILES: [CH2:48]1[O:49][CH2:50][CH2:51][CH2:52]1.[CH3:53][OH:54].[Li+:46].[OH-:47].[OH2:55].[c:1]1(-[c:40]2[cH:41][cH:42][cH:43][cH:44][cH:45]2)[cH:2][cH:3][c:4]([C:7]2([S:34](=[O:35])(=[O:36])[CH2:37][CH2:38][CH3:39])[CH2:8][CH:9]([C:30](=[O:31])[O:32][CH3:33])[N:10]([C:12]([CH:13]([CH2:14][CH2:15][CH2:16][CH2:17][CH2:18][CH:19]=[CH2:20])[NH:21][C:22](=[O:23])[O:24][C:25]([CH3:26])([CH3:27])[CH3:28])=[O:29])[CH2:11]2)[cH:5][cH:6]1>>[c:1]1(-[c:40]2[cH:41][cH:42][cH:43][cH:44][cH:45]2)[cH:2][cH:3][c:4]([C:7]2([S:34](=[O:35])(=[O:36])[CH2:37][CH2:38][CH3:39])[CH2:8][CH:9]([C:30](=[O:31])[OH:32])[N:10]([C:12]([CH:13]([CH2:14][CH2:15][CH2:16][CH2:17][CH2:18][CH:19]=[CH2:20])[NH:21][C:22](=[O:23])[O:24][C:25]([CH3:26])([CH3:27])[CH3:28])=[O:29])[CH2:11]2)[cH:5][cH:6]1. The reactants are C(C)(C)(C)OC(NCC1CN(C1)CC1=C2C(=NC=C1)N(C(=C2)C2=CN(C1=CC(=C(C=C21)OC)OC)C)S(=O)(=O)C2=CC=C(C=C2)C)=O ({1-[2-(5,6-dimethoxy-1-methyl-1H-indol-3-yl)-1-(toluene-4-sulfonyl)-1H-pyrrolo[2,3-b]pyrid-4-ylmethyl]azetidin-3-ylmethyl}carbamic acid tert-butyl ester), Cl (hydrochloric acid). Yields the product Cl.Cl.COC=1C=C2C(=CN(C2=CC1OC)C)C1=CC=2C(=NC=CC2CN2CC(C2)CN)N1 ({1-[2-(5,6-dimethoxy-1-methyl-1H-indol-3-yl)-1H-pyrrolo[2,3-b]pyrid-4-ylmethyl]azetidin-3-yl}methylamine dihydrochloride). RXN SMILES: C(OC(=O)[NH:7][CH2:8][CH:9]1[CH2:12][N:11]([CH2:13][C:14]2[CH:19]=[CH:18][N:17]=[C:16]3[N:20](S(C4C=CC(C)=CC=4)(=O)=O)[C:21]([C:23]4[C:31]5[C:26](=[CH:27][C:28]([O:34][CH3:35])=[C:29]([O:32][CH3:33])[CH:30]=5)[N:25]([CH3:36])[CH:24]=4)=[CH:22][C:15]=23)[CH2:10]1)(C)(C)C.[ClH:48]>>[ClH:48].[ClH:48].[CH3:33][O:32][C:29]1[CH:30]=[C:31]2[C:26](=[CH:27][C:28]=1[O:34][CH3:35])[N:25]([CH3:36])[CH:24]=[C:23]2[C:21]1[NH:20][C:16]2=[N:17][CH:18]=[CH:19][C:14]([CH2:13][N:11]3[CH2:10][CH:9]([CH2:8][NH2:7])[CH2:12]3)=[C:15]2[CH:22]=1 |f:2.3.4|. Procedure details: {1-[2-(5,6-Dimethoxy-1-methyl-1H-indol-3-yl)-1H-pyrrolo[2,3-b]pyrid-4-ylmethyl]azetidin-3-yl}methylamine dihydrochloride is prepared as described in Example 201 starting with 0.027 g of {1-[2-(5,6-dimethoxy-1-methyl-1H-indol-3-yl)-1-(toluene-4-sulfonyl)-1H-pyrrolo[2,3-b]pyrid-4-ylmethyl]azetidin-3-ylmethyl}carbamic acid tert-butyl ester instead of the {1-[2-(5,6-dimethoxy-1-methyl-1H-indol-3-yl)-1H-pyrrolo[2,3-b]pyrid-4-ylmethyl]azetidin-3-yl}carbamic acid tert-butyl ester used in Example 201 an... Starting materials: Cc1noc(NC(=O)OCC(Cl)(Cl)Cl)c1C, CS(C)=O, CCN(C(C)C)C(C)C, O, c1ccc(-c2csc(N3CCNCC3)n2)cc1. Yields the product Cc1noc(NC(=O)N2CCN(c3nc(-c4ccccc4)cs3)CC2)c1C. RXN SMILES: [CH3:1][c:2]1[n:3][o:4][c:5]([NH:8][C:9]([O:10][CH2:11][C:12]([Cl:13])([Cl:14])[Cl:15])=[O:16])[c:6]1[CH3:7].[CH3:44][S:45]([CH3:46])=[O:47].[CH:34]([N:35]([CH:36]([CH3:37])[CH3:38])[CH2:39][CH3:40])([CH3:41])[CH3:42].[OH2:43].[c:17]1(-[c:23]2[n:24][c:25]([N:28]3[CH2:29][CH2:30][NH:31][CH2:32][CH2:33]3)[s:26][cH:27]2)[cH:18][cH:19][cH:20][cH:21][cH:22]1>>[CH3:1][c:2]1[n:3][o:4][c:5]([NH:8][C:9](=[O:16])[N:31]2[CH2:30][CH2:29][N:28]([c:25]3[n:24][c:23](-[c:17]4[cH:18][cH:19][cH:20][cH:21][cH:22]4)[cH:27][s:26]3)[CH2:33][CH2:32]2)[c:6]1[CH3:7]. RXN SMILES: [CH3:21][C:22](=[O:23])[O-:24].[CH3:25][C:26](=[O:27])[OH:28].[N+:16](=[O:17])([O-:18])[CH3:19].[NH4+:20].[o:1]1[c:2]([CH2:6][CH2:7][c:8]2[cH:9][cH:10][c:11]([CH:12]=[O:13])[cH:14][cH:15]2)[cH:3][cH:4][cH:5]1>>[o:1]1[c:2]([CH2:6][CH2:7][c:8]2[cH:9][cH:10][c:11]([CH:12]=[CH:19][N+:16](=[O:17])[O-:18])[cH:14][cH:15]2)[cH:3][cH:4][cH:5]1. Product: O=[N+]([O-])C=Cc1ccc(CCc2ccco2)cc1. Reactants: CC(=O)[O-], CC(=O)O, C[N+](=O)[O-], [NH4+], O=Cc1ccc(CCc2ccco2)cc1. Starting materials: CC1=C(C(=O)OCCC#N)C(c2cccc(Cl)c2)C(C(=O)NCCC(c2ccccc2)c2ccccc2)=C(OCCCl)N1C, CCOC(C)=O, CC(C)O, [I-], [N-]=[N+]=[N-], [Na+], [Na+], CN(C)C=O. Yields the product CC1=C(C(=O)OCCC#N)C(c2cccc(Cl)c2)C(C(=O)NCCC(c2ccccc2)c2ccccc2)=C(OCCN=[N+]=[N-])N1C. As a reaction SMILES: [C:1](#[N:2])[CH2:3][CH2:4][O:5][C:6](=[O:7])[C:8]1=[C:9]([CH3:44])[N:10]([CH3:43])[C:11]([O:39][CH2:40][CH2:41][Cl:42])=[C:12]([C:21]([NH:22][CH2:23][CH2:24][CH:25]([c:26]2[cH:27][cH:28][cH:29][cH:30][cH:31]2)[c:32]2[cH:33][cH:34][cH:35][cH:36][cH:37]2)=[O:38])[CH:13]1[c:14]1[cH:15][c:16]([Cl:20])[cH:17][cH:18][cH:19]1.[CH3:51][CH2:52][O:53][C:54](=[O:55])[CH3:56].[CH3:57][CH:58]([OH:59])[CH3:60].[I-:46].[N-:48]=[N+:49]=[N-:50].[Na+:45].[Na+:47].[O:61]=[CH:62][N:63]([CH3:64])[CH3:65]>>[C:1](#[N:2])[CH2:3][CH2:4][O:5][C:6](=[O:7])[C:8]1=[C:9]([CH3:44])[N:10]([CH3:43])[C:11]([O:39][CH2:40][CH2:41][N:48]=[N+:49]=[N-:50])=[C:12]([C:21]([NH:22][CH2:23][CH2:24][CH:25]([c:26]2[cH:27][cH:28][cH:29][cH:30][cH:31]2)[c:32]2[cH:33][cH:34][cH:35][cH:36][cH:37]2)=[O:38])[CH:13]1[c:14]1[cH:15][c:16]([Cl:20])[cH:17][cH:18][cH:19]1. Starting materials: FC=1C(=CC2=C(C(CO2)=O)C1)O (5-fluoro-6-hydroxy-benzofuran-3-one), O.NN (hydrazine hydrate), Cl (HCl), [OH-].[K+] (potassium hydroxide). Run in C(C)O (ethanol). Conditions: temperature 1500 celsius. Product: FC=1C(=CC2=C(CCO2)C1)O (5-Fluoro-2,3-dihydrobenzofuran-6-ol). Yield: 37.7%. Reaction SMILES: [F:1][C:2]1[C:3]([OH:12])=[CH:4][C:5]2[O:9][CH2:8][C:7](=O)[C:6]=2[CH:11]=1.O.NN.[OH-].[K+].Cl>C(O)C>[F:1][C:2]1[C:3]([OH:12])=[CH:4][C:5]2[O:9][CH2:8][CH2:7][C:6]=2[CH:11]=1 |f:1.2,3.4|. Reported procedure: To a stirred solution of 5-fluoro-6-hydroxy-benzofuran-3-one (551 mg, 3.28 mmol) in ethanol (10 mL) was added hydrazine hydrate (3.75 mL, 76.93 mmol), and the reaction was heated to reflux for 30 minutes. The reaction was subsequently concentrated in vacuo. The residue was then dissolved in ethylene glycol (10 mL), and then treated with potassium hydroxide (551.64 mg, 9.83 mmol). The reaction was then heated to 1500° C. for 3 hours. The reaction was poured into 2M aq. HCl (100 mL), and extracted...